Dataset: the Open Reaction Database (ORD), a public repository of structured organic reaction records. Task: describe an organic reaction: reactants, conditions, products, and yield Reactants: COC(=O)CCNC(=O)c1ccc(OC(CC(C)C)c2ccc(-n3cnc(C(F)(F)F)c3)cc2)cc1, CO, [Li+], [OH-]. Product: CC(C)CC(Oc1ccc(C(=O)NCCC(=O)O)cc1)c1ccc(-n2cnc(C(F)(F)F)c2)cc1. RXN SMILES: [CH3:1][CH:2]([CH2:3][CH:4]([O:5][c:6]1[cH:7][cH:8][c:9]([C:10](=[O:11])[NH:12][CH2:13][CH2:14][C:15](=[O:16])[O:17][CH3:18])[cH:19][cH:20]1)[c:21]1[cH:22][cH:23][c:24](-[n:27]2[cH:28][n:29][c:30]([C:32]([F:33])([F:34])[F:35])[cH:31]2)[cH:25][cH:26]1)[CH3:36].[CH3:39][OH:40].[Li+:37].[OH-:38]>>[CH3:1][CH:2]([CH2:3][CH:4]([O:5][c:6]1[cH:7][cH:8][c:9]([C:10](=[O:11])[NH:12][CH2:13][CH2:14][C:15](=[O:16])[OH:17])[cH:19][cH:20]1)[c:21]1[cH:22][cH:23][c:24](-[n:27]2[cH:28][n:29][c:30]([C:32]([F:33])([F:34])[F:35])[cH:31]2)[cH:25][cH:26]1)[CH3:36]. Starting materials: NC=1SC=C(N1)C(C(=O)OCC)=O (ethyl 2-aminothiazol-4-ylglyoxylate), FC=1C=C(C=CC1)N=C=O (m-fluorophenyl isocyanate). Run in CN(C=O)C (dimethylformamide). Yields the product FC=1C=C(C=CC1)NC(NC=1SC=C(N1)C(C(=O)OCC)=O)=O (Ethyl 2-(3-m-fluorophenylureido)thiazol-4-ylglyoxylate). Reaction SMILES: [NH2:1][C:2]1[S:3][CH:4]=[C:5]([C:7](=[O:13])[C:8]([O:10][CH2:11][CH3:12])=[O:9])[N:6]=1.[F:14][C:15]1[CH:16]=[C:17]([N:21]=[C:22]=[O:23])[CH:18]=[CH:19][CH:20]=1>CN(C)C=O>[F:14][C:15]1[CH:16]=[C:17]([NH:21][C:22](=[O:23])[NH:1][C:2]2[S:3][CH:4]=[C:5]([C:7](=[O:13])[C:8]([O:10][CH2:11][CH3:12])=[O:9])[N:6]=2)[CH:18]=[CH:19][CH:20]=1. Procedure: Following a procedure similar to that described in Preparation 1, the desired compound was prepared from 5 g of ethyl 2-aminothiazol-4-ylglyoxylate, 4.9 g of m-fluorophenyl isocyanate and 30 ml of dimethylformamide. The resulting product was a pale yellow powder having the following physical properties.